Dataset: the Open Reaction Database (ORD), a public repository of structured organic reaction records. Task: describe an organic reaction: reactants, conditions, products, and yield Starting materials: C1CCOC1, COC(=O)c1cccc(CO)c1N(Cc1cccnc1)S(=O)(=O)c1ccc(OC)cc1, CCOC(C)=O, [H-], CI, [Na+]. The product is COCc1cccc(C(=O)OC)c1N(Cc1cccnc1)S(=O)(=O)c1ccc(OC)cc1. Reaction SMILES: [CH2:36]1[O:37][CH2:38][CH2:39][CH2:40]1.[CH3:1][O:2][C:3]([c:4]1[c:5]([N:12]([CH2:13][c:14]2[cH:15][n:16][cH:17][cH:18][cH:19]2)[S:20](=[O:21])(=[O:22])[c:23]2[cH:24][cH:25][c:26]([O:29][CH3:30])[cH:27][cH:28]2)[c:6]([CH2:10][OH:11])[cH:7][cH:8][cH:9]1)=[O:31].[CH3:41][CH2:42][O:43][C:44](=[O:45])[CH3:46].[H-:32].[I:34][CH3:35].[Na+:33]>>[CH3:1][O:2][C:3]([c:4]1[c:5]([N:12]([CH2:13][c:14]2[cH:15][n:16][cH:17][cH:18][cH:19]2)[S:20](=[O:21])(=[O:22])[c:23]2[cH:24][cH:25][c:26]([O:29][CH3:30])[cH:27][cH:28]2)[c:6]([CH2:10][O:11][CH3:35])[cH:7][cH:8][cH:9]1)=[O:31].